describe an organic reaction: reactants, conditions, products, and yield From a dataset of the Open Reaction Database (ORD), a public repository of structured organic reaction records. Reactants: OC=1C=C(C#N)C=CC1I (3-Hydroxy-4-iodo-benzonitrile), O1C(=CC=C1)[Sn](CCCC)(CCCC)CCCC (2-furyltributyltin). Reagents/catalysts: Cl[Pd]([P](C1=CC=CC=C1)(C2=CC=CC=C2)C3=CC=CC=C3)([P](C4=CC=CC=C4)(C5=CC=CC=C5)C6=CC=CC=C6)Cl (PdCl2(PPh3)2). Run in CN(C=O)C (N,N-dimethylformamide). Run at temperature 100 celsius. The product is O1C(=CC=C1)C1=C(C=C(C#N)C=C1)O (4-Furan-2-yl-3-hydroxy-benzonitrile). RXN SMILES: [OH:1][C:2]1[CH:3]=[C:4]([CH:7]=[CH:8][C:9]=1I)[C:5]#[N:6].[O:11]1[CH:15]=[CH:14][CH:13]=[C:12]1[Sn](CCCC)(CCCC)CCCC>CN(C)C=O.Cl[Pd](Cl)([P](C1C=CC=CC=1)(C1C=CC=CC=1)C1C=CC=CC=1)[P](C1C=CC=CC=1)(C1C=CC=CC=1)C1C=CC=CC=1>[O:11]1[CH:15]=[CH:14][CH:13]=[C:12]1[C:9]1[CH:8]=[CH:7][C:4]([C:5]#[N:6])=[CH:3][C:2]=1[OH:1] |^1:36,55|. Procedure details: 3-Hydroxy-4-iodo-benzonitrile (120 mg, 0.49 mmol) and PdCl2(PPh3)2 (35 mg, 0.049 mmol) and 2-furyltributyltin (200 g, 0.56 mmol) in N,N-dimethylformamide (DMF) (5 mL) is degassed and heated at 100° C. for 30 minutes (min). After the mixture cooled to room temperature, an aqueous work up is performed and the product is isolated from chromatography (80 mg, 88%). Product: ClC1=C(C=CC=C1)C=1C2=C(N=C(N1)N[C@@H](CO)C)N(C(C=C2)=O)C(CC)CC (4-(2-chloro-phenyl)-8-(1-ethyl-propyl)-2-((R)-2-hydroxy-1-methyl-ethylamino)-8H-pyrido[2,3-d]pyrimidin-7-one). RXN SMILES: [Cl:1][C:2]1[CH:7]=[CH:6][CH:5]=[CH:4][C:3]=1[C:8]1[C:9]2[CH:19]=[CH:18][C:17](=[O:20])[N:16]([CH:21]([CH2:24][CH3:25])[CH2:22][CH3:23])[C:10]=2[N:11]=[C:12](SC)[N:13]=1.[NH2:26][C@H:27]([CH3:30])[CH2:28][OH:29]>>[Cl:1][C:2]1[CH:7]=[CH:6][CH:5]=[CH:4][C:3]=1[C:8]1[C:9]2[CH:19]=[CH:18][C:17](=[O:20])[N:16]([CH:21]([CH2:24][CH3:25])[CH2:22][CH3:23])[C:10]=2[N:11]=[C:12]([NH:26][C@H:27]([CH3:30])[CH2:28][OH:29])[N:13]=1. Reactants: ClC1=C(C=CC=C1)C=1C2=C(N=C(N1)SC)N(C(C=C2)=O)C(CC)CC (4-(2-chloro-phenyl)-8-(1-ethyl-propyl)-2-methylsulfanyl-8H-pyrido[2,3-d]pyrimidin-7-one), N[C@@H](CO)C ((R)-2-aminopropan-1-ol). Procedure: The product of Example 44, and (R)-2-aminopropan-1-ol were reacted by the procedure of Example 60 to afford the title compound 4-(2-chloro-phenyl)-8-(1-ethyl-propyl)-2-((R)-2-hydroxy-1-methyl-ethylamino)-8H-pyrido[2,3-d]pyrimidin-7-one. 1H-NMR: δ 0.81 (m, 6H), 1.30 (m, 2H), 1.96 (m, 2H), 2.36 (m, 2H), 3.71 (m, 2H), 4.25(m, 1H), 5.31 (m, 0.5H), 5.56 (m, 0.5H), 5.71 (br s, 1H), 6.26 (br d, 1H, J=9.6), 7.12 (d, 1H, J=9.6 Hz), 7.30-7.54 (m, 4H). LC MS (m/e)=401 (MH+). Rt=2.07 min